This data is from the Open Reaction Database (ORD), a public repository of structured organic reaction records. The task is: describe an organic reaction: reactants, conditions, products, and yield Starting materials: COc1ccccc1C(=O)Cl, [Cl-], Cl, NC(CC(=O)O)C(=O)O, [Na+], [OH-]. Yields the product COc1ccccc1C(=O)NC(CC(=O)O)C(=O)O. As a reaction SMILES: [CH3:10][O:11][c:12]1[c:13]([C:14](=[O:15])[Cl:16])[cH:17][cH:18][cH:19][cH:20]1.[Cl-:21].[ClH:22].[NH2:1][CH:2]([CH2:3][C:4](=[O:5])[OH:6])[C:7](=[O:8])[OH:9].[Na+:24].[OH-:23]>>[NH:1]([CH:2]([CH2:3][C:4](=[O:5])[OH:6])[C:7](=[O:8])[OH:9])[C:14]([c:13]1[c:12]([O:11][CH3:10])[cH:20][cH:19][cH:18][cH:17]1)=[O:15].